The task is: describe an organic reaction: reactants, conditions, products, and yield. This data is from the Open Reaction Database (ORD), a public repository of structured organic reaction records. The reactants are COCCCOc1cc(C)ccc1CBr, CCOC(=O)N1CCC(c2cccc(-c3ccccc3)c2)C(O)C1, [H-], [Na+], CN(C)C=O, O. Yields the product CCOC(=O)N1CCC(c2cccc(-c3ccccc3)c2)C(OCc2ccc(C)cc2OCCCOC)C1. As a reaction SMILES: [Br:27][CH2:28][c:29]1[c:30]([O:36][CH2:37][CH2:38][CH2:39][O:40][CH3:41])[cH:31][c:32]([CH3:35])[cH:33][cH:34]1.[CH2:1]([CH3:2])[O:3][C:4](=[O:5])[N:6]1[CH2:7][CH:8]([OH:24])[CH:9]([c:12]2[cH:13][c:14](-[c:18]3[cH:19][cH:20][cH:21][cH:22][cH:23]3)[cH:15][cH:16][cH:17]2)[CH2:10][CH2:11]1.[H-:25].[Na+:26].[O:43]=[CH:44][N:45]([CH3:46])[CH3:47].[OH2:42]>>[CH2:1]([CH3:2])[O:3][C:4](=[O:5])[N:6]1[CH2:7][CH:8]([O:24][CH2:28][c:29]2[c:30]([O:36][CH2:37][CH2:38][CH2:39][O:40][CH3:41])[cH:31][c:32]([CH3:35])[cH:33][cH:34]2)[CH:9]([c:12]2[cH:13][c:14](-[c:18]3[cH:19][cH:20][cH:21][cH:22][cH:23]3)[cH:15][cH:16][cH:17]2)[CH2:10][CH2:11]1. Reactants: C(CCC)[Li] (n-butyl lithium), CC12C(C(C(CC1C=O)CC2)(C)C)=O (1,3,3-trimethyl-bicyclo-(2.2.2)-octan-2-one-6-carboxaldehyde), C1(=CC=CC=C1)P(C1=CC=CC=C1)C1=CC=CC=C1 (triphenylphosphine), CCOCC (ether), C(Cl)Cl (methylene chloride). Run in O (water). The product is CC12C(C(C(CC1C=CCl)CC2)(C)C)=O (1,3,3-TRIMETHYL-6-(2-CHLOROVINYL)-BICYCLO-(2.2.2)-OCTAN-2-ONE). As a reaction SMILES: C1(P(C2C=CC=CC=2)C2C=CC=CC=2)C=CC=CC=1.CCOCC.C([Li])CCC.[CH3:30][C:31]12[CH2:40][CH2:39][CH:34]([CH2:35][CH:36]1[CH:37]=O)[C:33]([CH3:42])([CH3:41])[C:32]2=[O:43].[CH2:44](Cl)[Cl:45]>O>[CH3:30][C:31]12[CH2:40][CH2:39][CH:34]([CH2:35][CH:36]1[CH:37]=[CH:44][Cl:45])[C:33]([CH3:42])([CH3:41])[C:32]2=[O:43]. Procedure details: A mixture of 30 g of triphenylphosphine, 200 ml of anhydrous ether and 11 g of methylene chloride is cooled to -30° and 77 ml of 1.3M n-butyl lithium solution is added over one hour. To the stirred solution is added 11 g of crude 1,3,3-trimethyl-bicyclo-(2.2.2)-octan-2-one-6-carboxaldehyde. The mixture is slowly heated to reflux and held at reflux for 2 hours. The mixture is poured into 100 ml of water and the organic layer is separated and dried over Mg 804 and the solvent is stripped off the p...